The task is: describe an organic reaction: reactants, conditions, products, and yield. This data is from the Open Reaction Database (ORD), a public repository of structured organic reaction records. The reactants are BrC1=CC(=C2C(=N1)N(C(=N2)CC)CC2=CC=C(C=C2)C2=C(C=CC=C2)C2=NN=NN2)C (5-Bromo-2-ethyl-7-methyl-3-(2'-(tetrazol-5-yl)biphen-4-yl)methyl-3H-imidazo[4,5-b]pyridine), O.NN (hydrazine hydrate). Product: N(N)C1=CC(=C2C(=N1)N(C(=N2)CC)CC2=CC=C(C=C2)C2=C(C=CC=C2)C2=NN=NN2)C (5-hydrazino-2-ethyl-7-methyl-3-(2'-(tetrazol-5-yl)biphen-4-yl)methyl-3H-imidazo[4,5-b]pyridine). As a reaction SMILES: Br[C:2]1[N:7]=[C:6]2[N:8]([CH2:13][C:14]3[CH:19]=[CH:18][C:17]([C:20]4[CH:25]=[CH:24][CH:23]=[CH:22][C:21]=4[C:26]4[NH:30][N:29]=[N:28][N:27]=4)=[CH:16][CH:15]=3)[C:9]([CH2:11][CH3:12])=[N:10][C:5]2=[C:4]([CH3:31])[CH:3]=1.O.[NH2:33][NH2:34]>>[NH:33]([C:2]1[N:7]=[C:6]2[N:8]([CH2:13][C:14]3[CH:19]=[CH:18][C:17]([C:20]4[CH:25]=[CH:24][CH:23]=[CH:22][C:21]=4[C:26]4[NH:30][N:29]=[N:28][N:27]=4)=[CH:16][CH:15]=3)[C:9]([CH2:11][CH3:12])=[N:10][C:5]2=[C:4]([CH3:31])[CH:3]=1)[NH2:34] |f:1.2|. Procedure details: A mixture of 5-Bromo-2-ethyl-7-methyl-3-(2'-(tetrazol-5-yl)biphen-4-yl)methyl-3H-imidazo[4,5-b]pyridine. (2.0 g), and hydrazine hydrate (15 mL) was heated to 120° C. for 24 hours. Concentration and purification (SiO2, 85/14/2 CH2Cl2 /MeOH/NH4OH) gave 1.80 g of 5-hydrazino-2-ethyl-7-methyl-3-(2'-(tetrazol-5-yl)biphen-4-yl)methyl-3H-imidazo[4,5-b]pyridine. Reduction in methanol (50 mL) under 1 atm. H2 with W-2 Raney nickle (1 mL, 50% dispersion/water) at RT for 48 hours gave the title compound (1.... The reactants are CCc1ccc(C2CNCC(C(=O)OC)C2)cc1, O=C(Cl)N1CCOCC1. Yields the product CCc1ccc(C2CC(C(=O)OC)CN(C(=O)N3CCOCC3)C2)cc1. RXN SMILES: [CH2:1]([CH3:2])[c:3]1[cH:4][cH:5][c:6]([CH:9]2[CH2:10][CH:11]([C:15](=[O:16])[O:17][CH3:18])[CH2:12][NH:13][CH2:14]2)[cH:7][cH:8]1.[O:19]1[CH2:20][CH2:21][N:22]([C:25](=[O:26])[Cl:27])[CH2:23][CH2:24]1>>[CH2:1]([CH3:2])[c:3]1[cH:4][cH:5][c:6]([CH:9]2[CH2:10][CH:11]([C:15](=[O:16])[O:17][CH3:18])[CH2:12][N:13]([C:25]([N:22]3[CH2:21][CH2:20][O:19][CH2:24][CH2:23]3)=[O:26])[CH2:14]2)[cH:7][cH:8]1. The reactants are CCc1nc2nc(Cl)c(-c3ccccc3)c(Cl)n2n1, ClCCl, N, [Zn]. Product: CCc1nc2nc(Cl)c(-c3ccccc3)cn2n1. Reaction SMILES: [Cl:1][c:2]1[n:3][c:4]2[n:5]([c:6]([Cl:14])[c:7]1-[c:8]1[cH:9][cH:10][cH:11][cH:12][cH:13]1)[n:15][c:16]([CH2:18][CH3:19])[n:17]2.[Cl:21][CH2:22][Cl:23].[NH3:20].[Zn:24]>>[Cl:1][c:2]1[n:3][c:4]2[n:5]([cH:6][c:7]1-[c:8]1[cH:9][cH:10][cH:11][cH:12][cH:13]1)[n:15][c:16]([CH2:18][CH3:19])[n:17]2. Starting materials: CC(C)Oc1c(-c2ccccc2-c2ccc(CBr)cc2)c(=O)c1=O, O=C([O-])[O-], CCc1nc2c(C)cc(C)nc2[nH]1, CN(C)C=O, [K+], [K+]. Product: CCc1nc2c(C)cc(C)nc2n1Cc1ccc(-c2ccccc2-c2c(OC(C)C)c(=O)c2=O)cc1. RXN SMILES: [Br:20][CH2:21][c:22]1[cH:23][cH:24][c:25](-[c:28]2[c:29](-[c:34]3[c:35](=[O:43])[c:36](=[O:42])[c:37]3[O:38][CH:39]([CH3:40])[CH3:41])[cH:30][cH:31][cH:32][cH:33]2)[cH:26][cH:27]1.[C:14](=[O:15])([O-:16])[O-:17].[CH2:1]([CH3:2])[c:3]1[n:4][c:5]2[c:6]([n:7][c:8]([CH3:12])[cH:9][c:10]2[CH3:11])[nH:13]1.[CH3:44][N:45]([CH3:46])[CH:47]=[O:48].[K+:18].[K+:19]>>[CH2:1]([CH3:2])[c:3]1[n:4][c:5]2[c:6]([n:7][c:8]([CH3:12])[cH:9][c:10]2[CH3:11])[n:13]1[CH2:21][c:22]1[cH:23][cH:24][c:25](-[c:28]2[c:29](-[c:34]3[c:35](=[O:43])[c:36](=[O:42])[c:37]3[O:38][CH:39]([CH3:40])[CH3:41])[cH:30][cH:31][cH:32][cH:33]2)[cH:26][cH:27]1. Starting materials: COc1ccc(P2(=S)SP(=S)(c3ccc(OC)cc3)S2)cc1, Cc1ccccc1, CCOC(C)=O, O=c1cc(N2CCOCC2)oc2c(-c3ccccc3)cccc12. Product: S=c1cc(N2CCOCC2)oc2c(-c3ccccc3)cccc12. As a reaction SMILES: [CH3:24][O:25][c:26]1[cH:27][cH:28][c:29]([P:30]2(=[S:33])[S:31][P:32]([c:34]3[cH:35][cH:36][c:37]([O:38][CH3:39])[cH:40][cH:41]3)(=[S:42])[S:43]2)[cH:44][cH:45]1.[CH3:46][c:47]1[cH:48][cH:49][cH:50][cH:51][cH:52]1.[CH3:53][CH2:54][O:55][C:56](=[O:57])[CH3:58].[O:1]1[CH2:2][CH2:3][N:4]([c:7]2[o:8][c:9]3[c:10](-[c:18]4[cH:19][cH:20][cH:21][cH:22][cH:23]4)[cH:11][cH:12][cH:13][c:14]3[c:15](=[O:17])[cH:16]2)[CH2:5][CH2:6]1>>[O:1]1[CH2:2][CH2:3][N:4]([c:7]2[o:8][c:9]3[c:10](-[c:18]4[cH:19][cH:20][cH:21][cH:22][cH:23]4)[cH:11][cH:12][cH:13][c:14]3[c:15](=[S:33])[cH:16]2)[CH2:5][CH2:6]1.